This data is from the Open Reaction Database (ORD), a public repository of structured organic reaction records. The task is: describe an organic reaction: reactants, conditions, products, and yield The product is CC(C)(C)OC(=O)NCC1CCN(S(=O)(=O)CCc2ccc(F)cc2)CC1. The reactants are CC(C)(C)OC(=O)NCC1CCNCC1, CCN(C(C)C)C(C)C, ClC(Cl)Cl, ClCCl, O=S(=O)(Cl)CCc1ccc(F)cc1. RXN SMILES: [C:1]([CH3:2])([CH3:3])([CH3:4])[O:5][C:6]([NH:7][CH2:8][CH:9]1[CH2:10][CH2:11][NH:12][CH2:13][CH2:14]1)=[O:15].[CH:16]([N:17]([CH2:18][CH3:19])[CH:20]([CH3:21])[CH3:22])([CH3:23])[CH3:24].[CH:41]([Cl:42])([Cl:43])[Cl:44].[Cl:38][CH2:39][Cl:40].[F:25][c:26]1[cH:27][cH:28][c:29]([CH2:32][CH2:33][S:34](=[O:35])(=[O:36])[Cl:37])[cH:30][cH:31]1>>[C:1]([CH3:2])([CH3:3])([CH3:4])[O:5][C:6]([NH:7][CH2:8][CH:9]1[CH2:10][CH2:11][N:12]([S:34]([CH2:33][CH2:32][c:29]2[cH:28][cH:27][c:26]([F:25])[cH:31][cH:30]2)(=[O:35])=[O:36])[CH2:13][CH2:14]1)=[O:15]. The reactants are COC(C1=C(C=C(C(=C1)[N+](=O)[O-])NC)F)=O (2-fluoro-4-methylamino-5-nitro-benzoic acid methyl ester), C(C)NCC (diethylamine). Run in CN(C)C=O (DMF). The product is COC(C1=C(C=C(C(=C1)[N+](=O)[O-])NC)N(CC)CC)=O (2-Diethylamino-4-methylamino-5-nitro-benzoic acid methyl ester). As a reaction SMILES: [CH3:1][O:2][C:3](=[O:16])[C:4]1[CH:9]=[C:8]([N+:10]([O-:12])=[O:11])[C:7]([NH:13][CH3:14])=[CH:6][C:5]=1F.[CH2:17]([NH:19][CH2:20][CH3:21])[CH3:18]>CN(C=O)C>[CH3:1][O:2][C:3](=[O:16])[C:4]1[CH:9]=[C:8]([N+:10]([O-:12])=[O:11])[C:7]([NH:13][CH3:14])=[CH:6][C:5]=1[N:19]([CH2:20][CH3:21])[CH2:17][CH3:18]. Procedure: 2-Diethylamino-4-methylamino-5-nitro-benzoic acid methyl ester (1.2 g) was prepared by following General Procedure A starting from 2-fluoro-4-methylamino-5-nitro-benzoic acid methyl ester (1.0 g) and diethylamine (683 uL) in DMF.